This data is from the Open Reaction Database (ORD), a public repository of structured organic reaction records. The task is: describe an organic reaction: reactants, conditions, products, and yield Reactants: C[Si](CCOCN1N=CC=C1C1=CC=C(OC=2C=C3C=CC(=NC3=CC2)CO)C=C1)(C)C ((6-{4-[2-(2-Trimethylsilanyl-ethoxymethyl)-2H-pyrazol-3-yl]-phenoxy}-quinolin-2-yl)-methanol), N1CCCC1 (pyrrolidine). Product: N=1NC(=CC1)C1=CC=C(OC=2C=C3C=CC(=NC3=CC2)CN2CCCC2)C=C1 (6-[4-(2H-Pyrazol-3-yl)-phenoxy]-2-pyrrolidin-1-ylmethyl-quinoline). RXN SMILES: C[Si](C)(C)CCOC[N:7]1[C:11]([C:12]2[CH:30]=[CH:29][C:15]([O:16][C:17]3[CH:18]=[C:19]4[C:24](=[CH:25][CH:26]=3)[N:23]=[C:22]([CH2:27]O)[CH:21]=[CH:20]4)=[CH:14][CH:13]=2)=[CH:10][CH:9]=[N:8]1.[NH:33]1[CH2:37][CH2:36][CH2:35][CH2:34]1>>[N:8]1[NH:7][C:11]([C:12]2[CH:13]=[CH:14][C:15]([O:16][C:17]3[CH:18]=[C:19]4[C:24](=[CH:25][CH:26]=3)[N:23]=[C:22]([CH2:27][N:33]3[CH2:37][CH2:36][CH2:35][CH2:34]3)[CH:21]=[CH:20]4)=[CH:29][CH:30]=2)=[CH:10][CH:9]=1. Procedure details: The title product (243) is synthesized from intermediate E (75 mg, 0.17 mmol) and pyrrolidine according to procedure described for the synthesis of Example 250 from intermediate AU.